This data is from the Open Reaction Database (ORD), a public repository of structured organic reaction records. The task is: describe an organic reaction: reactants, conditions, products, and yield The reactants are ClCCCl, CN(C)c1ccncc1, ClCCl, Nc1cc(C(F)(F)F)cc(C(F)(F)F)c1, O=C(O)CCl. Yields the product O=C(CCl)Nc1cc(C(F)(F)F)cc(C(F)(F)F)c1. Reaction SMILES: [CH2:21]([Cl:22])[CH2:23][Cl:24].[CH3:28][N:29]([c:30]1[cH:31][cH:32][n:33][cH:34][cH:35]1)[CH3:36].[Cl:25][CH2:26][Cl:27].[F:1][C:2]([c:3]1[cH:4][c:5]([NH2:6])[cH:7][c:8]([C:10]([F:11])([F:12])[F:13])[cH:9]1)([F:14])[F:15].[OH:16][C:17](=[O:18])[CH2:19][Cl:20]>>[F:1][C:2]([c:3]1[cH:4][c:5]([NH:6][C:17](=[O:16])[CH2:19][Cl:20])[cH:7][c:8]([C:10]([F:11])([F:12])[F:13])[cH:9]1)([F:14])[F:15]. The reactants are BrC1=CC=CC(=N1)C1=NC=CC=C1 (6-bromo-2,2′-bipyridyl), dichloro(tetramethylethylenediamine)zinc(II), CCCCCC (hexane), C(CCC)[Li] (butyl lithium), BrC1=CC=C(C=C1)C1=NC(=NC(=N1)C=1C=C(C=CC1)C)C=1C=C(C=CC1)C (2-(4-bromophenyl)-4,6-di-m-tolyl-1,3,5-triazine). The reagents and catalysts are C=1C=CC(=CC1)[P](C=2C=CC=CC2)(C=3C=CC=CC3)[Pd]([P](C=4C=CC=CC4)(C=5C=CC=CC5)C=6C=CC=CC6)([P](C=7C=CC=CC7)(C=8C=CC=CC8)C=9C=CC=CC9)[P](C=1C=CC=CC1)(C=1C=CC=CC1)C=1C=CC=CC1 (tetrakis(triphenylphosphine)palladium(0)). The solvent is O1CCCC1 (tetrahydrofuran), O1CCCC1 (tetrahydrofuran). Reaction conditions: temperature -78 celsius, time 15 minute. Yields the product C1(=CC(=CC=C1)C1=NC(=NC(=N1)C=1C=C(C=CC1)C)C1=CC=C(C=C1)C1=CC=CC(=N1)C1=NC=CC=C1)C (6-[4-(4,6-di-m-tolyl-1,3,5-triazin-2-yl)phenyl]-2,2′-bipyridyl). The yield is 60.3%. RXN SMILES: CCCCCC.C([Li])CCC.Br[C:13]1[CH:18]=[CH:17][C:16]([C:19]2[N:24]=[C:23]([C:25]3[CH:26]=[C:27]([CH3:31])[CH:28]=[CH:29][CH:30]=3)[N:22]=[C:21]([C:32]3[CH:33]=[C:34]([CH3:38])[CH:35]=[CH:36][CH:37]=3)[N:20]=2)=[CH:15][CH:14]=1.Br[C:40]1[N:45]=[C:44]([C:46]2[CH:51]=[CH:50][CH:49]=[CH:48][N:47]=2)[CH:43]=[CH:42][CH:41]=1>C1C=CC([P]([Pd]([P](C2C=CC=CC=2)(C2C=CC=CC=2)C2C=CC=CC=2)([P](C2C=CC=CC=2)(C2C=CC=CC=2)C2C=CC=CC=2)[P](C2C=CC=CC=2)(C2C=CC=CC=2)C2C=CC=CC=2)(C2C=CC=CC=2)C2C=CC=CC=2)=CC=1.O1CCCC1>[C:27]1([CH3:31])[CH:28]=[CH:29][CH:30]=[C:25]([C:23]2[N:22]=[C:21]([C:32]3[CH:33]=[C:34]([CH3:38])[CH:35]=[CH:36][CH:37]=3)[N:20]=[C:19]([C:16]3[CH:15]=[CH:14][C:13]([C:40]4[N:45]=[C:44]([C:46]5[CH:51]=[CH:50][CH:49]=[CH:48][N:47]=5)[CH:43]=[CH:42][CH:41]=4)=[CH:18][CH:17]=3)[N:24]=2)[CH:26]=1 |^1:55,57,76,95|. Reported procedure: Under a stream of argon, 2.1 ml of a hexane solution containing 3.3 mmol of butyl lithium was slowly added to 60 ml of tetrahydrofuran cooled to −78° C. in which 1.25 g of 2-(4-bromophenyl)-4,6-di-m-tolyl-1,3,5-triazine obtained in Reference Example 2 had been dissolved. After stirring at −78° C. for 15 minutes, 0.91 g of dichloro(tetramethylethylenediamine)zinc(II) was added thereto and stirred at −78° C. for 10 minutes and then at room temperature for 2 hours. A 20 ml portion of tetrahydrofura...